This data is from the Open Reaction Database (ORD), a public repository of structured organic reaction records. The task is: describe an organic reaction: reactants, conditions, products, and yield Reactants: C([O-])([O-])=O.[K+].[K+] (potassium carbonate), [I-].[Na+] (sodium iodide), C(C1=CC=CC=C1)(C1=CC=CC=C1)Cl (benzhydrylchloride), ice water, ON1C(=CC(C(=C1)OC(C1=CC=CC=C1)C1=CC=CC=C1)=O)CO (1-Hydroxy-2-hydroxymethyl-5-benzhydryloxy-4-pyridone). Solvent: CS(=O)C (dimethylsulfoxide). Reaction conditions: temperature 100 celsius. Product: C(C1=CC=CC=C1)(C1=CC=CC=C1)ON1C(=CC(C(=C1)OC(C1=CC=CC=C1)C1=CC=CC=C1)=O)CO (1,5-Dibenzhydryloxy-2-hydroxymethyl-4-pyridone). The yield is 100.0%. As a reaction SMILES: [OH:1][N:2]1[CH:7]=[C:6]([O:8][CH:9]([C:16]2[CH:21]=[CH:20][CH:19]=[CH:18][CH:17]=2)[C:10]2[CH:15]=[CH:14][CH:13]=[CH:12][CH:11]=2)[C:5](=[O:22])[CH:4]=[C:3]1[CH2:23][OH:24].C(=O)([O-])[O-].[K+].[K+].[I-].[Na+].[CH:33](Cl)([C:40]1[CH:45]=[CH:44][CH:43]=[CH:42][CH:41]=1)[C:34]1[CH:39]=[CH:38][CH:37]=[CH:36][CH:35]=1>CS(C)=O>[CH:33]([O:1][N:2]1[CH:7]=[C:6]([O:8][CH:9]([C:16]2[CH:17]=[CH:18][CH:19]=[CH:20][CH:21]=2)[C:10]2[CH:15]=[CH:14][CH:13]=[CH:12][CH:11]=2)[C:5](=[O:22])[CH:4]=[C:3]1[CH2:23][OH:24])([C:34]1[CH:39]=[CH:38][CH:37]=[CH:36][CH:35]=1)[C:40]1[CH:45]=[CH:44][CH:43]=[CH:42][CH:41]=1 |f:1.2.3,4.5|. Procedure details: 8.1 g (0.0251 mol) of the product of Step (2) was added to dimethylsulfoxide (125 ml) and heated to 100° C. and dissolved. After cooling the solution to room temperature, 5.2 g (0.0375 mol) of potassium carbonate and 5.6 g (0.0375 mol) of sodium iodide and 6.7 ml (0.0375 mol) of benzhydrylchloride were added thereto, and the mixture was reacted at room temperature for 18 hours under stirring. To the reaction solution, ice water was gradually added, and formed precipitates were collected by filtr... The reactants are ClC1=C(C=CC=C1)N1N=C(C2=CC=CC=C12)N1CCNCC1 (1-(2-chlorophenyl)-3-(1-piperazinyl)-1H-indazole), [N+](=O)([O-])NC(=O)N (nitrourea), CN(C=O)C (dimethylformamide), C(C)(C)OC(C)C (isopropyl ether). Solvent: O (water). Product: ClC1=C(C=CC=C1)N1N=C(C2=CC=CC=C12)N1CCN(CC1)C(=O)N (4-[1-(2-chlorophenyl)-1H-indazol-3-yl]-1-piperazine carboxamide). Yield: 44.5%. As a reaction SMILES: [Cl:1][C:2]1[CH:7]=[CH:6][CH:5]=[CH:4][C:3]=1[N:8]1[C:16]2[C:11](=[CH:12][CH:13]=[CH:14][CH:15]=2)[C:10]([N:17]2[CH2:22][CH2:21][NH:20][CH2:19][CH2:18]2)=[N:9]1.[N+]([NH:26][C:27](N)=[O:28])([O-])=O.CN(C)C=O.C(OC(C)C)(C)C>O>[Cl:1][C:2]1[CH:7]=[CH:6][CH:5]=[CH:4][C:3]=1[N:8]1[C:16]2[C:11](=[CH:12][CH:13]=[CH:14][CH:15]=2)[C:10]([N:17]2[CH2:22][CH2:21][N:20]([C:27]([NH2:26])=[O:28])[CH2:19][CH2:18]2)=[N:9]1. Procedure: A mixture of 7.9 g of 1-(2-chlorophenyl)-3-(1-piperazinyl)-1H-indazole, 7.3 g of nitrourea and 100 ml of dimethylformamide was heated on a steam bath for 15 minutes. The reaction mixture was diluted with water and extracted with ethyl acetate. The extract was washed with water, dried over anhydrous magnesium sulfate and concentrated. The concentrate was flash chromatographed on silica gel eluting with chloroform/methanol (5%). Concentration of the appropriate fraction yielded a foam, which when ... Reactants: OCCCC(F)(F)C(F)(F)COCCCc1ccccc1, O=CCCOCCCCc1ccccc1. The product is O=CCCC(F)(F)C(F)(F)COCCCc1ccccc1. Reaction SMILES: [F:1][C:2]([CH2:3][CH2:4][CH2:5][OH:6])([C:7]([CH2:8][O:9][CH2:10][CH2:11][CH2:12][c:13]1[cH:14][cH:15][cH:16][cH:17][cH:18]1)([F:19])[F:20])[F:21].[c:22]1([CH2:23][CH2:24][CH2:25][CH2:26][O:27][CH2:28][CH2:29][CH:30]=[O:31])[cH:32][cH:33][cH:34][cH:35][cH:36]1>>[F:1][C:2]([CH2:3][CH2:4][CH:5]=[O:6])([C:7]([CH2:8][O:9][CH2:10][CH2:11][CH2:12][c:13]1[cH:14][cH:15][cH:16][cH:17][cH:18]1)([F:19])[F:20])[F:21]. Starting materials: Cl.C(C1=CC=NC=C1)(=N)N (Isonicotinamidine hydrochloride), C1CCC2=NCCCN2CC1 (DBU), COC(C)OC (acetaldehyde dimethylacetal). Run in CN(C)C=O (DMF). Conditions: temperature 20 celsius, time 16 hour. Yields the product CC1=NC(=NC=C1)C1=CC=NC=C1 (4-methyl-2-pyridin-4-yl-pyrimidine). RXN SMILES: Cl.[C:2]([NH2:10])(=[NH:9])[C:3]1[CH:8]=[CH:7][N:6]=[CH:5][CH:4]=1.COC(OC)C.[CH2:17]1[CH2:27]CN2C(=NCCC2)[CH2:19][CH2:18]1>CN(C=O)C>[CH3:19][C:18]1[CH:17]=[CH:27][N:10]=[C:2]([C:3]2[CH:8]=[CH:7][N:6]=[CH:5][CH:4]=2)[N:9]=1 |f:0.1|. Procedure: Isonicotinamidine hydrochloride (5.00 g, 31.7 mmol) and acetaldehyde dimethylacetal (8.44 mL, 63.5 mmol) were combined and heated to 110° C. in anhydrous DMF (35 mL) in the presence of DBU (14.20 mL, 95.2 mmol) for 3 h. The reaction mixture was cooled to 20° C., then stirred for 16 h, before being concentrated in vacuo. The residue was partitioned between H2O (100 mL) and EtOAc (100 mL). The aqueous layer was extracted with EtOAc (2×50 mL), then the combined organics were washed with brine (50 m...